Dataset: the Open Reaction Database (ORD), a public repository of structured organic reaction records. Task: describe an organic reaction: reactants, conditions, products, and yield Starting materials: palladium tetrakistriphenylphosphine, CCOC(=O)C (EtOAc), Palladium tetrakistriphenylphosphine, C(C)(C)(C)[Si](O[C@@H]1CO[C@H]2[C@@H]1OC[C@H]2OC2=NC1=NC(=NC=C1N2COCC[Si](C)(C)C)Cl)(C)C (8-(((3R,3aR,6R,6aS)-6-((tert-butyldimethyl-silyl)oxy)hexahydrofuro[3,2-b]furan-3-yl)oxy)-2-chloro-7-((2-(trimethylsilyl)ethoxy)methyl)-7H-purine), C(C)(C)(C)[Si](O[C@@H]1CO[C@H]2[C@@H]1OC[C@H]2OC2=NC1=NC(=NC=C1N2COCC[Si](C)(C)C)Cl)(C)C (8-(((3R,3aR,6R,6aS)-6-((tert-butyldimethyl-silyl)oxy)hexahydrofuro[3,2-b]furan-3-yl)oxy)-2-chloro-7-((2-(trimethylsilyl)ethoxy)methyl)-7H-purine), C1(=CC=C(C=C1)B(O)O)C1=CC=CC=C1 (4-biphenylboronic acid), [O-]P(=O)([O-])[O-].[K+].[K+].[K+] (potassium phosphate tribasic). The reagents and catalysts are [Au] (Gold). Solvent: CCOC(=O)C.CCCCCC (EtOAc hexane), O (water), O1CCOCC1 (dioxane). Run at temperature 85 celsius, time 2.5 hour. Yields the product C1(=CC=C(C=C1)C1=NC=C2N(C(=NC2=N1)O[C@H]1[C@@H]2[C@H](OC1)[C@@H](CO2)O[Si](C)(C)C(C)(C)C)COCC[Si](C)(C)C)C2=CC=CC=C2 (2-([1,1′-biphenyl]-4-yl)-8-(((3R,3aR,6R,6aS)-6-((tert-butyldimethylsilyl)oxy)hexahydrofuro[3,2-b]furan-3-yl)oxy)-7-((2-(trimethylsilyl)ethoxy)methyl)-7H-purine). As a reaction SMILES: [C:1]([Si:5]([CH3:35])([CH3:34])[O:6][C@H:7]1[C@H:11]2[O:12][CH2:13][C@@H:14]([O:15][C:16]3[N:24]([CH2:25][O:26][CH2:27][CH2:28][Si:29]([CH3:32])([CH3:31])[CH3:30])[C:23]4[C:18](=[N:19][C:20](Cl)=[N:21][CH:22]=4)[N:17]=3)[C@H:10]2[O:9][CH2:8]1)([CH3:4])([CH3:3])[CH3:2].[C:36]1([C:45]2[CH:50]=[CH:49][CH:48]=[CH:47][CH:46]=2)[CH:41]=[CH:40][C:39](B(O)O)=[CH:38][CH:37]=1.[O-]P([O-])([O-])=O.[K+].[K+].[K+].CCOC(C)=O>O.O1CCOCC1.[Au].CCOC(C)=O.CCCCCC>[C:36]1([C:45]2[CH:50]=[CH:49][CH:48]=[CH:47][CH:46]=2)[CH:41]=[CH:40][C:39]([C:20]2[N:19]=[C:18]3[C:23]([N:24]([CH2:25][O:26][CH2:27][CH2:28][Si:29]([CH3:30])([CH3:31])[CH3:32])[C:16]([O:15][C@@H:14]4[CH2:13][O:12][C@@H:11]5[C@H:7]([O:6][Si:5]([C:1]([CH3:4])([CH3:3])[CH3:2])([CH3:34])[CH3:35])[CH2:8][O:9][C@H:10]45)=[N:17]3)=[CH:22][N:21]=2)=[CH:38][CH:37]=1 |f:2.3.4.5,10.11|. Procedure: Palladium tetrakistriphenylphosphine (21.3 mg, 0.018 mmol) was added to a stirred suspension of 8-(((3R,3aR,6R,6aS)-6-((tert-butyldimethyl-silyl)oxy)hexahydrofuro[3,2-b]furan-3-yl)oxy)-2-chloro-7-((2-(trimethylsilyl)ethoxy)methyl)-7H-purine (Intermediate 47, 50.0 mg, 0.092 mmol), 4-biphenylboronic acid (27.3 mg, 0.138 mmol), and potassium phosphate tribasic (58.6 mg, 0.276 mmol) in degassed 20% water in dioxane (0.72 mL). The reaction mixture stirred under N2 at 85° C. for 2.5 h, then additional... Reactants: O (water), C(C)(=O)O (acetic acid), O (water), CC1=NC(=NO1)C=1C=C(OC(C(=O)NC2=CC=C(C=C2)N2S(CCC2)(=O)=O)CCC)C=CC1 (2-[3-(5-methyl-1,2,4-oxadiazol-3-yl)phenoxy]-N-[4-(1,1-dioxoisothiazolidin-2-yl)phenyl]-valeramide). Solvent: CO (methanol). Yields the product C(N)(=N)C=1C=C(OC(C(=O)NC2=CC=C(C=C2)N2S(CCC2)(=O)=O)CCC)C=CC1 (2-(3-amidinophenoxy)-N-[4-(1,1-dioxoisothiazolidin-2-yl)phenyl]valeramide), C(C)(=O)[O-] (acetate). As a reaction SMILES: O.[C:2]([OH:5])(=[O:4])[CH3:3].CC1O[N:10]=[C:9]([C:12]2[CH:13]=[C:14]([CH:36]=[CH:37][CH:38]=2)[O:15][CH:16]([CH2:33][CH2:34][CH3:35])[C:17]([NH:19][C:20]2[CH:25]=[CH:24][C:23]([N:26]3[CH2:30][CH2:29][CH2:28][S:27]3(=[O:32])=[O:31])=[CH:22][CH:21]=2)=[O:18])[N:8]=1>CO>[C:9]([C:12]1[CH:13]=[C:14]([CH:36]=[CH:37][CH:38]=1)[O:15][CH:16]([CH2:33][CH2:34][CH3:35])[C:17]([NH:19][C:20]1[CH:21]=[CH:22][C:23]([N:26]2[CH2:30][CH2:29][CH2:28][S:27]2(=[O:31])=[O:32])=[CH:24][CH:25]=1)=[O:18])(=[NH:8])[NH2:10].[C:2]([O-:5])(=[O:4])[CH3:3]. Reported procedure: 1.5 g of water-moist Raney nickel, 0.5 ml of glacial acetic acid and 0.5 ml of water are added to a solution of 200 mg (0.425 mmol) of 2-[3-(5-methyl-1,2,4-oxadiazol-3-yl)phenoxy]-N-[4-(1,1-dioxoisothiazolidin-2-yl)phenyl]-valeramide in 10 ml of methanol, and the mixture is hydrogenated. The reaction mixture is filtered, and the filtrate is evaporated, giving 2-(3-amidinophenoxy)-N-[4-(1,1-dioxoisothiazolidin-2-yl)phenyl]valeramide, acetate (“AA”) as a colourless solid; ESI 431. Starting materials: N(C(=N)N)C=1OC=C(N1)C1=CC(=CC=C1)N (2-guanidino-4-(3-aminophenyl)-oxazole), CN=C=S (methylisothiocyanate). Solvent: CN(C=O)C (dimethylformamide). Product: N(C(=N)N)C=1OC=C(N1)C1=CC(=CC=C1)NC(=S)NC (2-guanidino-4-[3-(3-methylthioureido)phenyl]oxazole). RXN SMILES: [NH:1]([C:5]1[O:6][CH:7]=[C:8]([C:10]2[CH:15]=[CH:14][CH:13]=[C:12]([NH2:16])[CH:11]=2)[N:9]=1)[C:2]([NH2:4])=[NH:3].[CH3:17][N:18]=[C:19]=[S:20]>CN(C)C=O>[NH:1]([C:5]1[O:6][CH:7]=[C:8]([C:10]2[CH:15]=[CH:14][CH:13]=[C:12]([NH:16][C:19]([NH:18][CH3:17])=[S:20])[CH:11]=2)[N:9]=1)[C:2]([NH2:4])=[NH:3]. Reported procedure: Reaction of 2-guanidino-4-(3-aminophenyl)-oxazole with methylisothiocyanate in dimethylformamide gave 2-guanidino-4-[3-(3-methylthioureido)phenyl]oxazole having the following n.m.r. in d6DMSO: 2.8(d,4H); 3.25(s,H2O); 6.9(s,4H); 7.2-7.7(m,5H); 7.8(s,1H); 9.5(s,1H). Reactants: CC1=C(NC2=CC=CC=C12)C(=O)OCC (ethyl 3-methyl-indole-2-carboxylate), C(C1=CC=CC=C1)(=O)Cl (benzoyl chloride), C(C)(=O)[O-].[K+] (potassium acetate), [Cl-].[Cl-].[Cl-].[Al+3] (aluminum trichloride). The solvent is ClC(C)Cl (dichloroethane), ClC(C)Cl (dichloroethane). Product: C(=O)=C1CC=CC(=C1)C1=C2C(=C(NC2=CC=C1)C(=O)OCC)C (Ethyl 5-carbonylphenyl-3-methyl-indole-2-caboxylate). Isolated yield 38.7%. As a reaction SMILES: [CH3:1][C:2]1[C:10]2[C:5](=[CH:6][CH:7]=[CH:8][CH:9]=2)[NH:4][C:3]=1[C:11]([O:13][CH2:14][CH3:15])=[O:12].[C:16](Cl)(=[O:23])[C:17]1[CH:22]=[CH:21][CH:20]=[CH:19][CH:18]=1.[Cl-].[Cl-].[Cl-].[Al+3].C([O-])(=O)C.[K+]>ClC(Cl)C>[C:16](=[C:17]1[CH:18]=[C:19]([C:9]2[CH:8]=[CH:7][CH:6]=[C:5]3[C:10]=2[C:2]([CH3:1])=[C:3]([C:11]([O:13][CH2:14][CH3:15])=[O:12])[NH:4]3)[CH:20]=[CH:21][CH2:22]1)=[O:23] |f:2.3.4.5,6.7|. Procedure: To a solution of ethyl 3-methyl-indole-2-carboxylate (1.5 g, 7.9 mmol) and dichloroethane (20 mL) was added a solution of benzoyl chloride (2.23 g, 15.9 mmol) and dichloroethane (10 mL). Anhydrous aluminum trichloride (2.1 g, 15.8 mmol) was added in one portion and the reaction mixture was heated to reflux for 4 hours. The mixture was then poured over ice and neutralized with potassium acetate. The organic layer was separated, washed with a 5% solution of NaHCO3 and dried over MgSO4. The organic...